From a dataset of the Open Reaction Database (ORD), a public repository of structured organic reaction records. describe an organic reaction: reactants, conditions, products, and yield The reactants are C(C)[Mg]Cl (ethylmagnesium chloride), BrC=1C=NC=C(C(=O)N(C)OC)C1 (5-bromo-N-methoxy-N-methylnicotinamide), O (water). Solvent: C1CCOC1 (THF). Conditions: time 1 hour. The product is BrC=1C=C(C=NC1)CC(C)=O (1-(5-Bromo-3-pyridyl)propanone). Reaction SMILES: [Br:1][C:2]1[CH:3]=[N:4][CH:5]=[C:6]([CH:13]=1)[C:7](N(OC)C)=O.[CH2:14]([Mg]Cl)[CH3:15].[OH2:18]>C1COCC1>[Br:1][C:2]1[CH:13]=[C:6]([CH2:7][C:14](=[O:18])[CH3:15])[CH:5]=[N:4][CH:3]=1. Reported procedure: 44 g (180 mmol) of 5-bromo-N-methoxy-N-methylnicotinamide are dissolved in 200 mL of THF and 60 mL (180 mmol) of ethylmagnesium chloride solution (3M in ethyl ether) are added dropwise. The reaction medium is stirred at room temperature for one hour, poured into water and extracted with ethyl acetate. The organic phase is separated out after settling, dried over magnesium sulphate and evaporated. The residue obtained is purified by chromatography on a column of silica eluted with a mixture of he...